Dataset: the Open Reaction Database (ORD), a public repository of structured organic reaction records. Task: describe an organic reaction: reactants, conditions, products, and yield The reactants are CCn1c(-c2nonc2N)nc2cnc(Br)cc21, O=C([O-])[O-], Cc1ccccc1, COCCOC, CS(C)=O, [Cs+], [Cs+], [Cu]I, Nc1ccccc1, CC(CCN1CCOCC1)C(=O)c1cccc(O)c1, c1cnc2c(c1)ccc1cccnc12. The product is CCn1c(-c2nonc2N)nc2cnc(Oc3cccc(C(=O)C(C)CCN4CCOCC4)c3)cc21. As a reaction SMILES: [Br:1][c:2]1[cH:3][c:4]2[c:5]([cH:6][n:7]1)[n:8][c:9](-[c:13]1[c:14]([NH2:18])[n:15][o:16][n:17]1)[n:10]2[CH2:11][CH3:12].[C:59](=[O:60])([O-:61])[O-:62].[CH3:65][c:66]1[cH:67][cH:68][cH:69][cH:70][cH:71]1.[CH3:72][O:73][CH2:74][CH2:75][O:76][CH3:77].[CH3:80][S:81]([CH3:82])=[O:83].[Cs+:63].[Cs+:64].[Cu:78][I:79].[NH2:19][c:20]1[cH:21][cH:22][cH:23][cH:24][cH:25]1.[OH:26][c:27]1[cH:28][c:29]([C:33]([CH:34]([CH2:35][CH2:36][N:37]2[CH2:38][CH2:39][O:40][CH2:41][CH2:42]2)[CH3:43])=[O:44])[cH:30][cH:31][cH:32]1.[cH:45]1[cH:46][c:47]2[cH:48][cH:49][c:50]3[c:51]([c:52]2[n:53][cH:54]1)[n:55][cH:56][cH:57][cH:58]3>>[c:2]1([O:26][c:27]2[cH:28][c:29]([C:33]([CH:34]([CH2:35][CH2:36][N:37]3[CH2:38][CH2:39][O:40][CH2:41][CH2:42]3)[CH3:43])=[O:44])[cH:30][cH:31][cH:32]2)[cH:3][c:4]2[c:5]([cH:6][n:7]1)[n:8][c:9](-[c:13]1[c:14]([NH2:18])[n:15][o:16][n:17]1)[n:10]2[CH2:11][CH3:12]. The reactants are C(C)(C)(C)OC(NC=1C=C2C=3C(=C(NC3C1)C=C)C=NNC2=O)=O ((6-Oxo-2-vinyl-5,6-dihydro-1H-[1,2]diazepino[4,5,6-cd]indol-8-yl)-carbamic acid tert-butyl ester), CN(C=O)C (N,N-dimethylformamide), CO (methanol). The reagents and catalysts are [Pd] (Palladium). Run in C(C)(=O)OCC (ethyl acetate). Conditions: time 5 hour. The product is C(C)(C)(C)OC(NC=1C=C2C=3C(=C(NC3C1)CC)C=NNC2=O)=O ((2-Ethyl-6-oxo-5,6-dihydro-1H-[1,2]diazepino[4,5,6-cd]indol-8-yl)-carbamic acid tert-butyl ester). The yield is 68.8%. Reaction SMILES: [C:1]([O:5][C:6](=[O:24])[NH:7][C:8]1[CH:9]=[C:10]2[C:22](=[O:23])[NH:21][N:20]=[CH:19][C:12]3=[C:13]([CH:17]=[CH2:18])[NH:14][C:15]([CH:16]=1)=[C:11]23)([CH3:4])([CH3:3])[CH3:2].CN(C)C=O.CO>[Pd].C(OCC)(=O)C>[C:1]([O:5][C:6](=[O:24])[NH:7][C:8]1[CH:9]=[C:10]2[C:22](=[O:23])[NH:21][N:20]=[CH:19][C:12]3=[C:13]([CH2:17][CH3:18])[NH:14][C:15]([CH:16]=1)=[C:11]23)([CH3:2])([CH3:3])[CH3:4]. Reported procedure: Palladium (10% on activated carbon) (0.23 g, 0.198 mmol) was added to a solution of the title compound of Example 164 (0.65 g, 1.99 mmol) in 1:10 N,N-dimethylformamide:methanol (11 mL). The reaction mixture was purged with H2 and stirred at room temperature under H2 (1 atm.) for 5 hours. The palladium was filtered and the volatile components were removed in vacuo. The resulting residue was dissolved in methanol and loaded onto a silica gel plug. The plug was then loaded onto a silica gel column ... The reactants are [N+](=O)([O-])C1=CC=C(C=C1)S(=O)(=O)Cl (p-nitrobenzenesulfonyl chloride), FC(C=1C=C(C=C(C1)C(F)(F)F)N1CCNCC1)(F)F (1-[3,5-di(trifluoromethyl)phenyl]piperazine). Run in C(C)N(CC)CC (triethylamine). The product is [N+](=O)([O-])C1=CC=C(C=C1)S(=O)(=O)N1CCN(CC1)C1=CC(=CC(=C1)C(F)(F)F)C(F)(F)F (1-[(p-nitrophenyl)sulfonyl]-4-[3,5-di(trifluoromethyl)phenyl]piperazine). RXN SMILES: [N+:1]([C:4]1[CH:9]=[CH:8][C:7]([S:10](Cl)(=[O:12])=[O:11])=[CH:6][CH:5]=1)([O-:3])=[O:2].[F:14][C:15]([F:33])([F:32])[C:16]1[CH:17]=[C:18]([N:26]2[CH2:31][CH2:30][NH:29][CH2:28][CH2:27]2)[CH:19]=[C:20]([C:22]([F:25])([F:24])[F:23])[CH:21]=1>C(N(CC)CC)C>[N+:1]([C:4]1[CH:9]=[CH:8][C:7]([S:10]([N:29]2[CH2:28][CH2:27][N:26]([C:18]3[CH:17]=[C:16]([C:15]([F:33])([F:32])[F:14])[CH:21]=[C:20]([C:22]([F:23])([F:24])[F:25])[CH:19]=3)[CH2:31][CH2:30]2)(=[O:12])=[O:11])=[CH:6][CH:5]=1)([O-:3])=[O:2]. Procedure details: In the manner given in Example 1A, p-nitrobenzenesulfonyl chloride, 1-[3,5-di(trifluoromethyl)phenyl]piperazine and triethylamine are stirred at reflux to give 1-[(p-nitrophenyl)sulfonyl]-4-[3,5-di(trifluoromethyl)phenyl]piperazine. Reactants: F[B-](F)(F)F.C1(=CC=CC=C1)S(=O)(=O)C1=CC=C(C=C1)[N+]#N (4-(phenylsulfonyl) benzenediazonium tetrafluoroborate), ClP(C1=CC=CC=C1)Cl (dichlorophenylphosphine), C(C)(=O)OCC (ethyl acetate), O (water). The reagents and catalysts are [Cu]Cl (copper (I) chloride). Solvent: [OH-].[Na+] (sodium hydroxide). Conditions: time 2 hour. The product is C1(=CC=CC=C1)P(O)(=O)C1=CC=C(C=C1)S(=O)(=O)C1=CC=CC=C1 (phenyl[4-(phenylsulfonyl)phenyl]phosphinic acid). Isolated yield 45.0%. As a reaction SMILES: F[B-](F)(F)F.[C:6]1([S:12]([C:15]2[CH:20]=[CH:19][C:18]([N+]#N)=[CH:17][CH:16]=2)(=[O:14])=[O:13])[CH:11]=[CH:10][CH:9]=[CH:8][CH:7]=1.Cl[P:24](Cl)[C:25]1[CH:30]=[CH:29][CH:28]=[CH:27][CH:26]=1.[OH2:32].C(OCC)(=[O:35])C>[OH-].[Na+].[Cu]Cl>[C:25]1([P:24]([C:18]2[CH:19]=[CH:20][C:15]([S:12]([C:6]3[CH:11]=[CH:10][CH:9]=[CH:8][CH:7]=3)(=[O:14])=[O:13])=[CH:16][CH:17]=2)(=[O:35])[OH:32])[CH:30]=[CH:29][CH:28]=[CH:27][CH:26]=1 |f:0.1,5.6|. Procedure details: To a slurry of 44 g (0.13 mole) of 4-(phenylsulfonyl) benzenediazonium tetrafluoroborate in 400 ml of ethyl acetate was added 22.8 ml (0.17 mole)of dichlorophenylphosphine and 0.5 g of copper (I) chloride. After the reaction had been stirred for two hours at room temperature with no apparent change, it was heated to 30° C. (this reaction can be vigorous and care should be used). Evolution of gas occurred, and the solid dissolved. Heating was continued for 1.5 hr., the mixture was then cooled, an... Starting materials: ClC1(C(CCCC1=O)=O)CC1=C(C=CC=C1)CCCC(=O)OC (2-chloro-2-[2-(3-carbomethoxypropyl)benzyl]-1,3-cyclohexanedione), C(=O)([O-])[O-].[Na+].[Na+] (Na2CO3). Run in C=1(C(=CC=CC1)C)C (xylene). Yields the product C(=O)(OC)CCCC1=C(CC=2C(CCC2)=O)C=CC=C1 (2-[2-(3-Carbomethoxypropyl)benzyl]-2-cyclopentene-1-one). The yield is 141.2%. As a reaction SMILES: Cl[C:2]1([CH2:10][C:11]2[CH:16]=[CH:15][CH:14]=[CH:13][C:12]=2[CH2:17][CH2:18][CH2:19][C:20]([O:22][CH3:23])=[O:21])[C:7](=[O:8])[CH2:6][CH2:5][CH2:4]C1=O.C([O-])([O-])=O.[Na+].[Na+]>C1(C)C(C)=CC=CC=1>[C:20]([CH2:19][CH2:18][CH2:17][C:12]1[CH:13]=[CH:14][CH:15]=[CH:16][C:11]=1[CH2:10][C:2]1[C:7](=[O:8])[CH2:6][CH2:5][CH:4]=1)([O:22][CH3:23])=[O:21] |f:1.2.3|. Procedure: A mixture of 10 g (0.026 mol) of 2-chloro-2-[2-(3-carbomethoxypropyl)benzyl]-1,3-cyclohexanedione, VIIIb and 18.5 g (0.175 mol) of anhydrous Na2CO3 was refluxed in 200 ml xylene for 2 hours. Filtration and evaporation gave a brown oil (10 g). Evaporative distillation at 175° C/0.2 mm gave 6 g of a pale yellow oil. This was chromatographed on silica gel and eluted with 7:3 v:v CCl4 :acetone. Like fractions were combined to give 4.1 g of the keto ester IXb as a pale yellow oil. The reactants are O1CCNCCOCCOCCOCCNCCOCC1 (1,7,10,13,19-pentaoxa-4,16-diazacycloheneicosane), CC(C(=O)Cl)(CC)C (2,2-dimethylbutyryl chloride). Yields the product CC(C(=O)N1CCOCCOCCN(CCOCCOCCOCC1)C(C(CC)(C)C)=O)(CC)C (4, 16-Bis(2,2-dimethylbutyroyl)-1,7,10,13,19-pentaoxa-4,16-diazacycloheneicosane). As a reaction SMILES: [O:1]1[CH2:21][CH2:20][O:19][CH2:18][CH2:17][NH:16][CH2:15][CH2:14][O:13][CH2:12][CH2:11][O:10][CH2:9][CH2:8][O:7][CH2:6][CH2:5][NH:4][CH2:3][CH2:2]1.[CH3:22][C:23]([CH3:29])([CH2:27][CH3:28])[C:24](Cl)=[O:25]>>[CH3:22][C:23]([CH3:29])([CH2:27][CH3:28])[C:24]([N:4]1[CH2:5][CH2:6][O:7][CH2:8][CH2:9][O:10][CH2:11][CH2:12][O:13][CH2:14][CH2:15][N:16]([C:24](=[O:25])[C:23]([CH3:29])([CH3:22])[CH2:27][CH3:28])[CH2:17][CH2:18][O:19][CH2:20][CH2:21][O:1][CH2:2][CH2:3]1)=[O:25]. Reported procedure: Analogously to Example 2 from 1,7,10,13,19-pentaoxa-4,16-diazacycloheneicosane and 2,2-dimethylbutyryl chloride. Example 30 Yield: 92.4%. Reactants: FC1=C(C=C(C=C1)F)[C@@H]1N(CCC1)C1=NC=2N(C=C1)N=CC2C(=O)OCC ((R)-ethyl 5-(2-(2,5-difluorophenyl)pyrrolidin-1-yl)pyrazolo[1,5-a]pyrimidine-3-carboxylate), [Li+].[OH-] (LiOH). Run at temperature 90 celsius. Run in CCO (EtOH). Yields the product FC1=C(C=C(C=C1)F)[C@@H]1N(CCC1)C1=NC=2N(C=C1)N=CC2C(=O)O ((R)-5-(2-(2,5-difluorophenyl)pyrrolidin-1-yl)pyrazolo[1,5-a]pyrimidine-3-carboxylic acid). RXN SMILES: [F:1][C:2]1[CH:7]=[CH:6][C:5]([F:8])=[CH:4][C:3]=1[C@H:9]1[CH2:13][CH2:12][CH2:11][N:10]1[C:14]1[CH:19]=[CH:18][N:17]2[N:20]=[CH:21][C:22]([C:23]([O:25]CC)=[O:24])=[C:16]2[N:15]=1.[Li+].[OH-]>CCO>[F:1][C:2]1[CH:7]=[CH:6][C:5]([F:8])=[CH:4][C:3]=1[C@H:9]1[CH2:13][CH2:12][CH2:11][N:10]1[C:14]1[CH:19]=[CH:18][N:17]2[N:20]=[CH:21][C:22]([C:23]([OH:25])=[O:24])=[C:16]2[N:15]=1 |f:1.2|. Procedure details: (R)-ethyl 5-(2-(2,5-difluorophenyl)pyrrolidin-1-yl)pyrazolo[1,5-a]pyrimidine-3-carboxylate (2.13 g, 5.72 mmol) was suspended in EtOH (28.6 mL) and heated at 90° C. for 20 min (homogeneous). 1M aq. LiOH (11.4 mL, 11.4 mmol) was added and the reaction mixture was heated for 15 hours at 90° C. After cooling, the reaction mixture was concentrated, diluted with water and washed with EtOAc to remove any unreacted starting material. The aqueous layer was then acidified to pH 1 using 2N HCl. After extra...